From a dataset of the Open Reaction Database (ORD), a public repository of structured organic reaction records. describe an organic reaction: reactants, conditions, products, and yield The reactants are ClCCl, CCCCOCCOc1ccc(-c2ccc3c(c2)C=C(C(=O)Nc2ccc(SCc4nccn4CCCC(N)=O)cc2)CCN3CC(C)C)cc1, [Na+], [Na+], O=C(OO)c1cccc(Cl)c1, O=S([O-])([O-])=S. The product is CCCCOCCOc1ccc(-c2ccc3c(c2)C=C(C(=O)Nc2ccc(S(=O)Cc4nccn4CCCC(N)=O)cc2)CCN3CC(C)C)cc1. Reaction SMILES: [Cl:70][CH2:71][Cl:72].[NH2:1][C:2]([CH2:3][CH2:4][CH2:5][n:6]1[c:7]([CH2:11][S:12][c:13]2[cH:14][cH:15][c:16]([NH:19][C:20](=[O:21])[C:22]3=[CH:28][c:27]4[c:26]([cH:32][cH:31][c:30](-[c:33]5[cH:34][cH:35][c:36]([O:39][CH2:40][CH2:41][O:42][CH2:43][CH2:44][CH2:45][CH3:46])[cH:37][cH:38]5)[cH:29]4)[N:25]([CH2:47][CH:48]([CH3:49])[CH3:50])[CH2:24][CH2:23]3)[cH:17][cH:18]2)[n:8][cH:9][cH:10]1)=[O:51].[Na+:68].[Na+:69].[OH:52][O:53][C:54]([c:55]1[cH:56][c:57]([Cl:58])[cH:59][cH:60][cH:61]1)=[O:62].[S:63]([O-:64])([O-:65])(=[O:66])=[S:67]>>[NH2:1][C:2]([CH2:3][CH2:4][CH2:5][n:6]1[c:7]([CH2:11][S:12]([c:13]2[cH:14][cH:15][c:16]([NH:19][C:20](=[O:21])[C:22]3=[CH:28][c:27]4[c:26]([cH:32][cH:31][c:30](-[c:33]5[cH:34][cH:35][c:36]([O:39][CH2:40][CH2:41][O:42][CH2:43][CH2:44][CH2:45][CH3:46])[cH:37][cH:38]5)[cH:29]4)[N:25]([CH2:47][CH:48]([CH3:49])[CH3:50])[CH2:24][CH2:23]3)[cH:17][cH:18]2)=[O:52])[n:8][cH:9][cH:10]1)=[O:51]. Reactants: ( 9 ), ClC=1C=C(C=C(C1)S(=O)(=O)C)O (3-chloro-5-methylsulfonyl-phenol), ( 7 ), BrCCBr (1,2-dibromoethane), C([O-])([O-])=O.[K+].[K+] (potassium carbonate), ( 98 ). Run in C(C)#N (acetonitrile). Yields the product BrCCOC1=CC(=CC(=C1)S(=O)(=O)C)Cl (1-(2-BROMOETHOXY)-3-CHLORO-5-METHYLSULFONYL-BENZENE). RXN SMILES: [Cl:1][C:2]1[CH:3]=[C:4]([OH:12])[CH:5]=[C:6]([S:8]([CH3:11])(=[O:10])=[O:9])[CH:7]=1.[Br:13][CH2:14][CH2:15]Br.C(=O)([O-])[O-].[K+].[K+]>C(#N)C>[Br:13][CH2:14][CH2:15][O:12][C:4]1[CH:5]=[C:6]([S:8]([CH3:11])(=[O:9])=[O:10])[CH:7]=[C:2]([Cl:1])[CH:3]=1 |f:2.3.4|. Procedure details: Preparation according to Preparation 2: 3-chloro-5-methylsulfonyl-phenol (2.8 g, 13.5 mmol), 1,2-dibromoethane (12 ml, 135 mmol), potassium carbonate (3.7 g, 27.1 mmol), acetonitrile (15 ml) Yield: 2.1 g, 50%). MS m/z (relative intensity, 70 eV 314 (M+, 35), 312 (M+, 25), 206 (7), 126 (9), 109 (98), 107 (bp). Reactants: COC1=C(C=CC=C1)C1=NC2=CC=CC=C2C(=N1)O (2-(2-methoxy-phenyl)-quinazolin-4-ol), P(=O)(Cl)(Cl)Cl (phosphorus oxychloride). The product is ClC1=NC(=NC2=CC=CC=C12)C1=C(C=CC=C1)OC (4-Chloro-2-(2-methoxy-phenyl)-quinazoline). The yield is 93.0%. Reaction SMILES: [CH3:1][O:2][C:3]1[CH:8]=[CH:7][CH:6]=[CH:5][C:4]=1[C:9]1[N:18]=[C:17](O)[C:16]2[C:11](=[CH:12][CH:13]=[CH:14][CH:15]=2)[N:10]=1.P(Cl)(Cl)([Cl:22])=O>>[Cl:22][C:17]1[C:16]2[C:11](=[CH:12][CH:13]=[CH:14][CH:15]=2)[N:10]=[C:9]([C:4]2[CH:5]=[CH:6][CH:7]=[CH:8][C:3]=2[O:2][CH3:1])[N:18]=1. Procedure: A solution of 2-(2-methoxy-phenyl)-quinazolin-4-ol (2.94 g, 11.65 mmol) in phosphorus oxychloride (60 mL) was heated to reflux for 4.5 hours. The orange reaction mixture was concentrated and the resulting gum was treated with ice-cold saturated sodium bicarbonate (200 mL) and extracted with ethyl acetate (2×200 mL). The organic layers were combined, dried (MgSO4) and concentrated to give the title compound as a yellow solid (2.92 g, 93%). Reactants: C1(CCCC1)NC1=CC=CC=2N1N=C(C2C(\C=C\N(C)C)=O)C2=CC=C(C=C2)OC ((2E)-1-[7-(cyclopentylamino)-2-(4-methoxyphenyl)pyrazolo[1,5-a]pyridin-3-yl]-3-(dimethylamino)-2-propen-1-one), Cl.C1(CCCC1)NC(=N)N (N-cyclopentyl guanidine hydrochloride), O (water), C([O-])([O-])=O.[K+].[K+] (potassium carbonate). Procedure: To a solution of (2E)-1-[7-(cyclopentylamino)-2-(4-methoxyphenyl)pyrazolo[1,5-a]pyridin-3-yl]-3-(dimethylamino)-2-propen-1-one (5.97 g, 14.7 mmol) in dimethylformamide (80 mL) was added N-cyclopentyl guanidine hydrochloride (4.33 g, 26.5 mmol; Prepared by modification of a procedure from Bannard, R. A. B. et al., Can. J. Chem. 1958, 36, 1541–1549), followed by potassium carbonate (2.03 g, 14.7 mmol). The resulting solution was heated at reflux for 6 hours. Upon cooling to room temperature, water... Yield: 73.0%. As a reaction SMILES: [CH:1]1([NH:6][C:7]2[N:12]3[N:13]=[C:14]([C:23]4[CH:28]=[CH:27][C:26]([O:29][CH3:30])=[CH:25][CH:24]=4)[C:15]([C:16](=O)/[CH:17]=[CH:18]/N(C)C)=[C:11]3[CH:10]=[CH:9][CH:8]=2)[CH2:5][CH2:4][CH2:3][CH2:2]1.Cl.[CH:32]1([NH:37][C:38]([NH2:40])=[NH:39])[CH2:36][CH2:35][CH2:34][CH2:33]1.C(=O)([O-])[O-].[K+].[K+].O>CN(C)C=O>[CH:1]1([NH:6][C:7]2[N:12]3[N:13]=[C:14]([C:23]4[CH:28]=[CH:27][C:26]([O:29][CH3:30])=[CH:25][CH:24]=4)[C:15]([C:16]4[CH:17]=[CH:18][N:40]=[C:38]([NH:37][CH:32]5[CH2:36][CH2:35][CH2:34][CH2:33]5)[N:39]=4)=[C:11]3[CH:10]=[CH:9][CH:8]=2)[CH2:2][CH2:3][CH2:4][CH2:5]1 |f:1.2,3.4.5|. Solvent: CN(C=O)C (dimethylformamide). The product is C1(CCCC1)NC1=CC=CC=2N1N=C(C2C2=NC(=NC=C2)NC2CCCC2)C2=CC=C(C=C2)OC (N-cyclopentyl-3-[2-(cyclopentylamino)-4-pyrimidinyl]-2-(4-methoxyphenyl)-pyrazolo[1,5-a]pyridin-7-amine).